Dataset: the Open Reaction Database (ORD), a public repository of structured organic reaction records. Task: describe an organic reaction: reactants, conditions, products, and yield Starting materials: COC(=O)C(CC(C)C)N(C(=O)OCC(Cl)(Cl)Cl)c1snc(C)c1Br, CC(=O)O, [Zn]. The product is COC(=O)C(CC(C)C)Nc1snc(C)c1Br. Reaction SMILES: [Br:1][c:2]1[c:3]([CH3:25])[n:4][s:5][c:6]1[N:7]([CH:8]([CH2:9][CH:10]([CH3:11])[CH3:12])[C:13](=[O:14])[O:15][CH3:16])[C:17]([O:18][CH2:19][C:20]([Cl:21])([Cl:22])[Cl:23])=[O:24].[C:26]([OH:27])(=[O:28])[CH3:29].[Zn:30]>>[Br:1][c:2]1[c:3]([CH3:25])[n:4][s:5][c:6]1[NH:7][CH:8]([CH2:9][CH:10]([CH3:11])[CH3:12])[C:13](=[O:14])[O:15][CH3:16]. Starting materials: [OH-].[Na+] (sodium hydroxide), ClC=1C=C2C(C(NC2=C(C1)Cl)=O)=O (5,7-dichloroisatin), ClC=1C=C2C(C(NC2=C(C1)Cl)=O)=O (5,7-dichloroisatin), Cl.NCC(=O)C1=CC=C(C=C1)C1=CC=CC=C1 (2-amino-4'-phenylacetophenone hydrochloride). Run in O (water), O (water), C(C)O.O (ethanol water), O1CCCC1 (tetrahydrofuran). Reaction conditions: temperature 90 celsius. Yields the product NC=1C(=NC2=C(C=C(C=C2C1C(=O)O)Cl)Cl)C1=CC=C(C=C1)C1=CC=CC=C1 (3-Amino-2-[1,1'-biphenyl]-4-yl-6,8-dichloro-4-quinolinecarboxylic acid). As a reaction SMILES: [Cl:1][C:2]1[CH:3]=[C:4]2[C:8](=[C:9]([Cl:11])[CH:10]=1)[NH:7][C:6](=[O:12])[C:5]2=O.[OH-:14].[Na+].Cl.[NH2:17][CH2:18][C:19]([C:21]1[CH:26]=[CH:25][C:24]([C:27]2[CH:32]=[CH:31][CH:30]=[CH:29][CH:28]=2)=[CH:23][CH:22]=1)=O>O.C(O)C.O.O1CCCC1>[NH2:17][C:18]1[C:19]([C:21]2[CH:26]=[CH:25][C:24]([C:27]3[CH:32]=[CH:31][CH:30]=[CH:29][CH:28]=3)=[CH:23][CH:22]=2)=[N:7][C:8]2[C:4]([C:5]=1[C:6]([OH:12])=[O:14])=[CH:3][C:2]([Cl:1])=[CH:10][C:9]=2[Cl:11] |f:1.2,3.4,6.7|. Reported procedure: A 3.02 g portion of 5,7-dichloroisatin was suspended in 25 ml of water in a 500 ml three-necked flask. A solution of 3.96 g of sodium hydroxide in 15 ml of water was added and the mixture heated to 90° C. A 6.0 g portion of 2-amino-4'-phenylacetophenone hydrochloride was dissolved in a mixture of 80 ml of absolute ethanol:water (1:1) and 20 ml of tetrahydrofuran. This solution was kept warm and with stirring, added dropwise to the 5,7-dichloroisatin solution over 1.5 hours. The resulting solutio... Starting materials: ClC1=C(C=CC(=C1)Cl)C(CN1N=CN=C1)=O (1-(2,4-dichlorophenyl)-2-(1,2,4-triazol-1-yl)-1-ethanone), [BH4-].[Na+] (sodium borohydride). Solvent: CO (methanol). Run at time 15 minute. Yields the product ClC1=C(C=CC(=C1)Cl)C(CN1N=CN=C1)O (1-(2,4-dichlorophenyl)-2-(1,2,4-triazol-1-yl)-1-ethanol). Isolated yield 46.5%. RXN SMILES: [Cl:1][C:2]1[CH:7]=[C:6]([Cl:8])[CH:5]=[CH:4][C:3]=1[C:9](=[O:16])[CH2:10][N:11]1[CH:15]=[N:14][CH:13]=[N:12]1.[BH4-].[Na+]>CO>[Cl:1][C:2]1[CH:7]=[C:6]([Cl:8])[CH:5]=[CH:4][C:3]=1[CH:9]([OH:16])[CH2:10][N:11]1[CH:15]=[N:14][CH:13]=[N:12]1 |f:1.2|. Procedure details: 25.6 g (0.1 mole) of 1-(2,4-dichlorophenyl)-2-(1,2,4-triazol-1-yl)-1-ethanone are dissolved in 610 ml of methanol, and 6.3 g (0.15 mole) of sodium borohydride are added in portions at 5° to 10° C., while stirring. The mixture is then stirred at room temperature for one hour and heated at the boil for one hour. After the solvent has been distilled off, 250 ml of water and 50 ml of concentrated hydrochloric acid are added to the residue and the mixture is boiled up for 15 minutes. After the reacti... Starting materials: Cl (HCl), C(C)OC(=O)C=1C(NC2=CC=CC=C2C1C1=CC=CC=C1)=O (1,2-dihydro-4-phenyl-2-oxo-3-quinoline carboxylic acid ethyl ester), C(C)O (ethanol), [OH-].[K+] (potassium hydroxide). Run in O (water). The product is C1(=CC=CC=C1)C1=C(C(NC2=CC=CC=C12)=O)C(=O)O (1,2-dihydro-4-phenyl-2-oxo-3-quinoline carboxylic acid). Yield: 93.1%. RXN SMILES: C([O:3][C:4]([C:6]1[C:7](=[O:22])[NH:8][C:9]2[C:14]([C:15]=1[C:16]1[CH:21]=[CH:20][CH:19]=[CH:18][CH:17]=1)=[CH:13][CH:12]=[CH:11][CH:10]=2)=[O:5])C.C(O)C.[OH-].[K+].Cl>O>[C:16]1([C:15]2[C:14]3[C:9](=[CH:10][CH:11]=[CH:12][CH:13]=3)[NH:8][C:7](=[O:22])[C:6]=2[C:4]([OH:5])=[O:3])[CH:17]=[CH:18][CH:19]=[CH:20][CH:21]=1 |f:2.3|. Reported procedure: A mixture of 1,2-dihydro-4-phenyl-2-oxo-3-quinoline carboxylic acid ethyl ester (5 g, 17 mmol), ethanol (20 ml), water (40 ml) and potassium hydroxide (5 g, mmol) was refluxed with heat for 1.5 hours. To the reaction mixture was added 60 ml of 2N-HCl to acidify the mixture to obtain a precipitated crystal by filtration. The crystal obtained was recrystallized from ethanol to give 4.2 g (yield: 92.9%) of the title compound. Starting materials: S(=O)(=O)(O)O.NC(=N)N (Guanidine sulfate), C(C)(C)N(CC)C(C)C (diisopropylethylamine), C1(=CC=CC=C1)S(=O)(=O)C=1C=C2CCCC(C2=CC1)CC(=O)O ((6-Benzenesulfonyl-1,2,3,4-tetrahydro-naphthalen-1-yl)-acetic acid), C(=O)(C=1NC=CN1)C=1NC=CN1 (carbonyl diimidazole). Run in CN(C)C=O (DMF), O (water). Run at time 8 hour. Product: C1(=CC=CC=C1)S(=O)(=O)C=1C=C2CCCC(C2=CC1)CC(=O)NC(=N)N (N-[2-(6-Benzenesulfonyl-1,2,3,4-tetrahydro-naphthalen-1-yl)-acetyl]-guanidine). Isolated yield 89.3%. RXN SMILES: [C:1]1([S:7]([C:10]2[CH:11]=[C:12]3[C:17](=[CH:18][CH:19]=2)[CH:16]([CH2:20][C:21]([OH:23])=O)[CH2:15][CH2:14][CH2:13]3)(=[O:9])=[O:8])[CH:6]=[CH:5][CH:4]=[CH:3][CH:2]=1.C(C1NC=CN=1)(C1NC=CN=1)=O.S(O)(O)(=O)=O.[NH2:41][C:42]([NH2:44])=[NH:43].C(N(C(C)C)CC)(C)C>CN(C=O)C.O>[C:1]1([S:7]([C:10]2[CH:11]=[C:12]3[C:17](=[CH:18][CH:19]=2)[CH:16]([CH2:20][C:21]([NH:43][C:42]([NH2:44])=[NH:41])=[O:23])[CH2:15][CH2:14][CH2:13]3)(=[O:9])=[O:8])[CH:6]=[CH:5][CH:4]=[CH:3][CH:2]=1 |f:2.3|. Reported procedure: (6-Benzenesulfonyl-1,2,3,4-tetrahydro-naphthalen-1-yl)-acetic acid (0.30 grams, 0.80 mmole) and carbonyl diimidazole (0.13 gms, 0.90 mmole) in 30 mL DMF was stirred for three hours at room temperature. Guanidine sulfate (90 mg) was added, followed by 0.1 ml diisopropylethylamine, and the reaction mixture was stirred overnight. The reaction mixture was diluted with water, and the resulting white crystals were collected by filtration, washed with water, and dried under vacuum to afford 190 mg of N... Starting materials: [N+](=O)([O-])C=1C=C(C=CC1)C=1SC=CN1 (2-(3-nitro-phenyl)-thiazole), CN(C)C=O (DMF), resultant mixture, S(=O)(=O)(Cl)Cl (sulfuryl chloride). The solvent is C(Cl)(Cl)Cl (chloroform). The product is ClC1=CN=C(S1)C1=CC(=CC=C1)[N+](=O)[O-] (5-Chloro-2-(3-nitro-phenyl)-thiazole). RXN SMILES: [N+:1]([C:4]1[CH:5]=[C:6]([C:10]2[S:11][CH:12]=[CH:13][N:14]=2)[CH:7]=[CH:8][CH:9]=1)([O-:3])=[O:2].CN(C=O)C.S(Cl)([Cl:23])(=O)=O>C(Cl)(Cl)Cl>[Cl:23][C:12]1[S:11][C:10]([C:6]2[CH:7]=[CH:8][CH:9]=[C:4]([N+:1]([O-:3])=[O:2])[CH:5]=2)=[N:14][CH:13]=1. Procedure details: To a stirred solution of 2-(3-nitro-phenyl)-thiazole (18.5 g, 89.7 mmol) in a mixture of chloroform (150 ml) and anhydrous DMF (40 ml) was slowly added sulfuryl chloride (28.2 ml, 359 mmol). After the addition, the resultant mixture was stirred at reflux for 3 hours. The cooled mixture was concentrated under reduced pressure and the residue was partitioned between aqueous calcium chloride (3M) and ethyl acetate. The organic layer was washed with aqueous sodium carbonate, dried over magnesium sul...